This data is from the Open Reaction Database (ORD), a public repository of structured organic reaction records. The task is: describe an organic reaction: reactants, conditions, products, and yield Starting materials: COC(CN1C(CN(C(C1)(C)C)CC1=C2C(=NC(=C1)C1=C(C=C(C=C1)O)F)NN=C2C)(C)C)=O ({4-[6-(2-Fluoro-4-hydroxy-phenyl)-3-methyl-1H-pyrazolo[3,4-b]pyridin-4-ylmethyl]-2,2,5,5-tetramethyl-piperazin-1-yl}-acetic acid methyl ester), COCOC1=CC=C(C=C1)C1=CC(=C2C(=N1)N(N=C2C)C2OCCCC2)CN2C(CNC(C2)(C)C)(C)C (6-(4-Methoxymethoxy-phenyl)-3-methyl-1-(tetrahydro-pyran-2-yl)-4-(2,2,5,5-tetramethyl-piperazin-1-ylmethyl)-1H-pyrazolo[3,4-b]pyridine), BrCC(=O)OC (methyl bromoacetate). The product is COC(CN1C(CN(C(C1)(C)C)CC1=C2C(=NC(=C1)C1=CC=C(C=C1)OCOC)N(N=C2C)C2OCCCC2)(C)C)=O ({4-[6-(4-Methoxymethoxy-phenyl)-3-methyl-1-(tetrahydro-pyran-2-yl)-1H-pyrazolo[3,4-b]pyridin-4-ylmethyl]-2,2,5,5-tetramethyl-piperazin-1-yl}-acetic acid methyl ester). As a reaction SMILES: [CH3:1][O:2][C:3](=[O:34])[CH2:4]N1CC(C)(C)N(CC2C=C(C3C=CC(O)=CC=3F)N=C3NN=C(C)C=23)CC1(C)C.[CH3:35][O:36][CH2:37][O:38][C:39]1[CH:44]=[CH:43][C:42]([C:45]2[N:50]=[C:49]3[N:51]([CH:55]4[CH2:60][CH2:59][CH2:58][CH2:57][O:56]4)[N:52]=[C:53]([CH3:54])[C:48]3=[C:47]([CH2:61][N:62]3[CH2:67][C:66]([CH3:69])([CH3:68])[NH:65][CH2:64][C:63]3([CH3:71])[CH3:70])[CH:46]=2)=[CH:41][CH:40]=1.BrCC(OC)=O>>[CH3:1][O:2][C:3](=[O:34])[CH2:4][N:65]1[CH2:64][C:63]([CH3:71])([CH3:70])[N:62]([CH2:61][C:47]2[CH:46]=[C:45]([C:42]3[CH:41]=[CH:40][C:39]([O:38][CH2:37][O:36][CH3:35])=[CH:44][CH:43]=3)[N:50]=[C:49]3[N:51]([CH:55]4[CH2:60][CH2:59][CH2:58][CH2:57][O:56]4)[N:52]=[C:53]([CH3:54])[C:48]=23)[CH2:67][C:66]1([CH3:69])[CH3:68]. Reported procedure: The title compound was prepared in analogy to Example 74 ({4-[6-(2-Fluoro-4-hydroxy-phenyl)-3-methyl-1H-pyrazolo[3,4-b]pyridin-4-ylmethyl]-2,2,5,5-tetramethyl-piperazin-1-yl}-acetic acid methyl ester employing 6-(4-Methoxymethoxy-phenyl)-3-methyl-1-(tetrahydro-pyran-2-yl)-4-(2,2,5,5-tetramethyl-piperazin-1-ylmethyl)-1H-pyrazolo[3,4-b]pyridine and methyl bromoacetate and was used without further purification.